The task is: describe an organic reaction: reactants, conditions, products, and yield. This data is from the Open Reaction Database (ORD), a public repository of structured organic reaction records. Starting materials: CC(=O)OCC(=O)C12CN(CCC(C)(C)C)CC1CC1C3CC(F)C4=CC(=O)C=CC4(C)C3(F)C(O)CC12C, CC12C=CC(=O)C=C1C(F)CC1C3CC4CN(CC5CC5)CC4(C(=O)CO)C3(C)CC(O)C12F. The product is CC(C)(C)CCN1CC2CC3C4CC(F)C5=CC(=O)C=CC5(C)C4(F)C(O)CC3(C)C2(C(=O)CO)C1. Reaction SMILES: [CH3:1][C:2]([CH2:3][CH2:4][N:5]1[CH2:6][CH:7]2[CH2:8][CH:9]3[C:10]([CH3:37])([CH2:11][CH:12]([OH:27])[C:13]4([F:26])[C:14]5([CH3:25])[CH:15]=[CH:16][C:17](=[O:24])[CH:18]=[C:19]5[CH:20]([F:23])[CH2:21][CH:22]34)[C:28]2([C:30]([CH2:31][O:32][C:33](=[O:34])[CH3:35])=[O:36])[CH2:29]1)([CH3:38])[CH3:39].[CH:40]1([CH2:41][N:42]2[CH2:43][C:44]3([C:45](=[O:46])[CH2:47][OH:48])[CH:49]([CH2:50][CH:51]4[CH:52]5[C:53]([F:54])([C:55]6([CH3:56])[C:57](=[CH:61][C:62](=[O:63])[CH:64]=[CH:65]6)[CH:58]([F:59])[CH2:60]5)[CH:66]([OH:67])[CH2:68][C:69]34[CH3:70])[CH2:71]2)[CH2:72][CH2:73]1>>[CH3:1][C:2]([CH2:3][CH2:4][N:5]1[CH2:6][CH:7]2[CH2:8][CH:9]3[C:10]([CH3:37])([CH2:11][CH:12]([OH:27])[C:13]4([F:26])[C:14]5([CH3:25])[CH:15]=[CH:16][C:17](=[O:24])[CH:18]=[C:19]5[CH:20]([F:23])[CH2:21][CH:22]34)[C:28]2([C:30]([CH2:31][OH:32])=[O:36])[CH2:29]1)([CH3:38])[CH3:39].